From a dataset of the Open Reaction Database (ORD), a public repository of structured organic reaction records. describe an organic reaction: reactants, conditions, products, and yield Reactants: CS(C)=O, OCC1CCN(CC2CSc3ccc(F)cc3C2)CC1, Fc1ccc(CCl)cc1, [H-], [Na+], O. Yields the product Cl, Fc1ccc(COCC2CCN(CC3CSc4ccc(F)cc4C3)CC2)cc1. RXN SMILES: [CH3:32][S:33](=[O:34])[CH3:35].[F:1][c:2]1[cH:3][cH:4][c:5]2[c:6]([cH:20]1)[CH2:7][CH:8]([CH2:11][N:12]1[CH2:13][CH2:14][CH:15]([CH2:18][OH:19])[CH2:16][CH2:17]1)[CH2:9][S:10]2.[F:23][c:24]1[cH:25][cH:26][c:27]([CH2:28][Cl:29])[cH:30][cH:31]1.[H-:21].[Na+:22].[OH2:36]>>[ClH:29].[F:1][c:2]1[cH:3][cH:4][c:5]2[c:6]([cH:20]1)[CH2:7][CH:8]([CH2:11][N:12]1[CH2:13][CH2:14][CH:15]([CH2:18][O:19][CH2:28][c:27]3[cH:26][cH:25][c:24]([F:23])[cH:31][cH:30]3)[CH2:16][CH2:17]1)[CH2:9][S:10]2. Reactants: Cl (hydrochloric acid), C(C1=CC=CC=C1)Br (Benzyl bromide), OC=1C=C(C(=O)O)C=CC1O (3,4-dihydroxybenzoic acid), C([O-])([O-])=O.[K+].[K+] (potassium carbonate). The reagents and catalysts are [I-].C(CCC)[N+](CCCC)(CCCC)CCCC (tetrabutylammonium iodide). The solvent is O (water), CN(C=O)C (N,N-dimethylformamide). Conditions: time 8 hour. Product: C(C1=CC=CC=C1)OC=1C=C(C(=O)OCC2=CC=CC=C2)C=CC1OCC1=CC=CC=C1 (benzyl 3,4-dibenzyloxybenzoate). The yield is 9.4%. RXN SMILES: [CH2:1](Br)[C:2]1[CH:7]=[CH:6][CH:5]=[CH:4][CH:3]=1.[OH:9][C:10]1[CH:11]=[C:12]([CH:16]=[CH:17][C:18]=1[OH:19])[C:13]([OH:15])=[O:14].C(=O)([O-])[O-].[K+].[K+].Cl>[I-].C([N+](CCCC)(CCCC)CCCC)CCC.CN(C)C=O.O>[CH2:1]([O:9][C:10]1[CH:11]=[C:12]([CH:16]=[CH:17][C:18]=1[O:19][CH2:1][C:2]1[CH:7]=[CH:6][CH:5]=[CH:4][CH:3]=1)[C:13]([O:15][CH2:1][C:2]1[CH:7]=[CH:6][CH:5]=[CH:4][CH:3]=1)=[O:14])[C:2]1[CH:7]=[CH:6][CH:5]=[CH:4][CH:3]=1 |f:2.3.4,6.7|. Procedure: Benzyl bromide (1.50 cm3, 2.16 g, 12.6 mmol) was added to a stirred suspension of 3,4-dihydroxybenzoic acid (1.00 g, 6.49 mmol), potassium carbonate (1.97 g, 14.3 mmol) and a catalytic amount of tetrabutylammonium iodide in N,N-dimethylformamide (50 cm3). The suspension was stirred under nitrogen overnight then water (500 cm3) and 5% hydrochloric acid (50 cm3) were added, and the mixture was extracted with diethyl ether (3×100 cm3). The combined extracts were washed with water (3×100 cm3) and br... The product is N1C(=NCC1)N\N=C\[C@@H]1[C@]2(C)[C@](CC1)([C@@H]1CC[C@@H]3C[C@H](CC[C@]3(C)[C@H]1CC2)O)O ((E)-17β-(2-Imidazolin-2-yl)hydrazonomethyl-5β-androstane-3β,14β-diol). Run in O (water), O1CCOCC1 (dioxane), O1CCOCC1 (dioxane). Conditions: time 2 hour. Reactants: Br.N(N)C=1NCCN1 (2-hydrazino-2-imidazoline hydrobromide), O[C@@H]1C[C@H]2CC[C@H]3[C@]4(CC[C@@H]([C@@]4(C)CC[C@@H]3[C@]2(CC1)C)C=O)O (3β,14β-dihydroxy-5β-androstane-17β-carboxaldehyde). As a reaction SMILES: Br.[NH:2]([C:4]1[NH:5][CH2:6][CH2:7][N:8]=1)[NH2:3].[OH:9][C@H:10]1[CH2:27][CH2:26][C@@:25]2([CH3:28])[C@H:12]([CH2:13][CH2:14][C@@H:15]3[C@@H:24]2[CH2:23][CH2:22][C@@:20]2([CH3:21])[C@:16]3([OH:31])[CH2:17][CH2:18][C@@H:19]2[CH:29]=O)[CH2:11]1>O.O1CCOCC1>[NH:8]1[CH2:7][CH2:6][N:5]=[C:4]1[NH:2]/[N:3]=[CH:29]/[C@H:19]1[CH2:18][CH2:17][C@:16]2([OH:31])[C@H:15]3[C@H:24]([CH2:23][CH2:22][C@:20]12[CH3:21])[C@:25]1([CH3:28])[C@@H:12]([CH2:11][C@@H:10]([OH:9])[CH2:27][CH2:26]1)[CH2:13][CH2:14]3 |f:0.1|. The yield is 43.4%. Procedure: To a solution of 0.93 g of 2-hydrazino-2-imidazoline hydrobromide in 45 ml of water and 30 ml of dioxane a solution of 1.10 g of 3β,14β-dihydroxy-5β-androstane-17β-carboxaldehyde (Boutagy J. and Thomas R., Aust. J. Chem., 1971, 24, 2723) in 30 ml of dioxane was added dropwise at room temperature. After 2 hrs, the solution was evaporated to dryness under reduced pressure. The crude product was crystallized from ethanol/water and then from ethanol to give 0.60 g of the title compound (I-aa) as hyd... Reactants: CC(C)(C)c1cc2cc(NC(=O)C3(c4ccc5c(c4)OC(F)(F)O5)CC3)ccc2n1CC(=O)C(=O)O, CO. Product: CC(C)(C)c1cc2cc(NC(=O)C3(c4ccc5c(c4)OC(F)(F)O5)CC3)ccc2n1CC(O)C(=O)O. Reaction SMILES: [C:1]([CH3:2])([CH3:3])([CH3:4])[c:5]1[n:6]([CH2:31][C:32]([C:33](=[O:34])[OH:35])=[O:36])[c:7]2[cH:8][cH:9][c:10]([NH:14][C:15](=[O:16])[C:17]3([c:20]4[cH:21][c:22]5[c:23]([cH:29][cH:30]4)[O:24][C:25]([F:27])([F:28])[O:26]5)[CH2:18][CH2:19]3)[cH:11][c:12]2[cH:13]1.[CH3:37][OH:38]>>[C:1]([CH3:2])([CH3:3])([CH3:4])[c:5]1[n:6]([CH2:31][CH:32]([C:33](=[O:34])[OH:35])[OH:36])[c:7]2[cH:8][cH:9][c:10]([NH:14][C:15](=[O:16])[C:17]3([c:20]4[cH:21][c:22]5[c:23]([cH:29][cH:30]4)[O:24][C:25]([F:27])([F:28])[O:26]5)[CH2:18][CH2:19]3)[cH:11][c:12]2[cH:13]1. The reactants are O (water), ClC1=C(C=CC(=C1)C(F)(F)F)O (2-chloro-4-trifluoromethylphenol), CC(CSC1=C(C=CC(=C1)F)[N+](=O)[O-])=C (2-(2-methyl-2-propenylthio)-4-fluoronitrobenzene), C([O-])([O-])=O.[K+].[K+] (potassium carbonate). The solvent is CN(C=O)C (dimethyl formamide). Conditions: temperature 60 celsius, time 3 hour. Yields the product ClC1=C(C=CC(=C1)C(F)(F)F)OC1=CC(=C(C=C1)[N+](=O)[O-])SCC(=C)C (3-(2-methyl-2-propenylthio)-4-nitrophenyl 2-chloro-4-trifluoromethylphenyl ether). Isolated yield 66.6%. RXN SMILES: [Cl:1][C:2]1[CH:7]=[C:6]([C:8]([F:11])([F:10])[F:9])[CH:5]=[CH:4][C:3]=1[OH:12].[CH3:13][C:14](=[CH2:27])[CH2:15][S:16][C:17]1[CH:22]=[C:21](F)[CH:20]=[CH:19][C:18]=1[N+:24]([O-:26])=[O:25].C(=O)([O-])[O-].[K+].[K+].O>CN(C)C=O>[Cl:1][C:2]1[CH:7]=[C:6]([C:8]([F:10])([F:11])[F:9])[CH:5]=[CH:4][C:3]=1[O:12][C:21]1[CH:20]=[CH:19][C:18]([N+:24]([O-:26])=[O:25])=[C:17]([S:16][CH2:15][C:14]([CH3:27])=[CH2:13])[CH:22]=1 |f:2.3.4|. Procedure details: A mixture of 1.85 g (0.00939 mole) of 2-chloro-4-trifluoromethylphenol (Example 1, Part A), 2.1 g (0.0093 mole) of 2-(2-methyl-2-propenylthio)-4-fluoronitrobenzene (Part A), and 1.3 g (0.0094 mole) of potassium carbonate in 25 ml of dimethyl formamide was stirred at 60° C. for three hours. The mixture was poured into water and extracted with chloroform. The chloroform extract was washed with water and dried over anhydrous magnesium sulfate. After filtration, the chloroform was evaporated under r... Starting materials: CC(C)C[Al+]CC(C)C, ClCCl, [H-], CCOC(=O)c1ccc(N)c(I)c1. The product is Nc1ccc(CO)cc1I. As a reaction SMILES: [CH2:15]([Al+:16][CH2:17][CH:18]([CH3:19])[CH3:20])[CH:21]([CH3:22])[CH3:23].[Cl:24][CH2:25][Cl:26].[H-:14].[NH2:1][c:2]1[c:3]([I:13])[cH:4][c:5]([C:6](=[O:7])[O:8][CH2:9][CH3:10])[cH:11][cH:12]1>>[NH2:1][c:2]1[c:3]([I:13])[cH:4][c:5]([CH2:6][OH:7])[cH:11][cH:12]1.